Dataset: the Open Reaction Database (ORD), a public repository of structured organic reaction records. Task: describe an organic reaction: reactants, conditions, products, and yield Starting materials: O1[C@H](COC2=C1C=CC=C2)C(=O)N2C[C@H](CCC2)C2=CC=C(C=C2)C(F)(F)F ((R)-2,3-Dihydrobenzo[1,4]dioxin-2-yl-[(R*)-3-(4-trifluoromethylphenyl)piperidin-1-yl]methanone), B.C1CCOC1 (BH3THF). Yields the product O1[C@H](COC2=C1C=CC=C2)CN2C[C@H](CCC2)C2=CC=C(C=C2)C(F)(F)F ((R*)-1-[(S)-1-(2,3-Dihydrobenzo[1,4]dioxin-2-yl)methyl]-3-(4-trifluoromethylphenyl)piperidine). Yield: 43.8%. As a reaction SMILES: [O:1]1[C:6]2[CH:7]=[CH:8][CH:9]=[CH:10][C:5]=2[O:4][CH2:3][C@@H:2]1[C:11]([N:13]1[CH2:18][CH2:17][CH2:16][C@H:15]([C:19]2[CH:24]=[CH:23][C:22]([C:25]([F:28])([F:27])[F:26])=[CH:21][CH:20]=2)[CH2:14]1)=O.B.C1COCC1>>[O:1]1[C:6]2[CH:7]=[CH:8][CH:9]=[CH:10][C:5]=2[O:4][CH2:3][C@@H:2]1[CH2:11][N:13]1[CH2:18][CH2:17][CH2:16][C@H:15]([C:19]2[CH:20]=[CH:21][C:22]([C:25]([F:27])([F:26])[F:28])=[CH:23][CH:24]=2)[CH2:14]1 |f:1.2|. Reported procedure: (R)-2,3-Dihydrobenzo[1,4]dioxin-2-yl-[(R*)-3-(4-trifluoromethylphenyl)piperidin-1-yl]methanone (18 mg, 0.046 mmol) was treated with BH3THF according to the above general procedure. Flash chromatography gave 7.6 mg of the title compound. Starting materials: CC(=O)O[BH-](OC(C)=O)OC(C)=O, CC(=O)O, O=Cc1ccccc1, ClCCl, [Na+], Nc1c2ccccc2nn1-c1ccccc1. RXN SMILES: [C:29]([O:30][BH-:31]([O:32][C:33](=[O:34])[CH3:35])[O:36][C:37](=[O:38])[CH3:39])(=[O:40])[CH3:41].[CH3:25][C:26](=[O:27])[OH:28].[CH:17](=[O:18])[c:19]1[cH:20][cH:21][cH:22][cH:23][cH:24]1.[Cl:43][CH2:44][Cl:45].[Na+:42].[c:1]1(-[n:7]2[n:8][c:9]3[cH:10][cH:11][cH:12][cH:13][c:14]3[c:15]2[NH2:16])[cH:2][cH:3][cH:4][cH:5][cH:6]1>>[c:1]1(-[n:7]2[n:8][c:9]3[cH:10][cH:11][cH:12][cH:13][c:14]3[c:15]2[N:16]=[CH:17][c:19]2[cH:20][cH:21][cH:22][cH:23][cH:24]2)[cH:2][cH:3][cH:4][cH:5][cH:6]1. The product is C(=Nc1c2ccccc2nn1-c1ccccc1)c1ccccc1.